Dataset: the Open Reaction Database (ORD), a public repository of structured organic reaction records. Task: describe an organic reaction: reactants, conditions, products, and yield RXN SMILES: [CH3:27][C:28](=[O:29])[O:30][C:31](=[O:32])[CH3:33].[OH:1][NH:2][C:3](=[O:4])[N:5]1[C:6](=[O:26])[C:7](=[CH:10][c:11]2[cH:12][c:13]([C:22]([CH3:23])([CH3:24])[CH3:25])[c:14]([OH:21])[c:15]([C:17]([CH3:18])([CH3:19])[CH3:20])[cH:16]2)[CH2:8][CH2:9]1.[cH:34]1[cH:35][cH:36][n:37][cH:38][cH:39]1>>[O:1]([NH:2][C:3](=[O:4])[N:5]1[C:6](=[O:26])[C:7](=[CH:10][c:11]2[cH:12][c:13]([C:22]([CH3:23])([CH3:24])[CH3:25])[c:14]([OH:21])[c:15]([C:17]([CH3:18])([CH3:19])[CH3:20])[cH:16]2)[CH2:8][CH2:9]1)[C:28]([CH3:27])=[O:29]. The product is CC(=O)ONC(=O)N1CCC(=Cc2cc(C(C)(C)C)c(O)c(C(C)(C)C)c2)C1=O. Reactants: CC(=O)OC(C)=O, CC(C)(C)c1cc(C=C2CCN(C(=O)NO)C2=O)cc(C(C)(C)C)c1O, c1ccncc1. The reactants are C(C=C)Cl.CN (methylamine allyl chloride), O (water). The product is C(Cl)C1CO1.C(C=C)Cl.CN (methylamine allyl chloride epichlorohydrin). As a reaction SMILES: [CH2:1]([Cl:4])[CH:2]=[CH2:3].[CH3:5][NH2:6].[OH2:7]>>[CH2:1]([CH:2]1[O:7][CH2:3]1)[Cl:4].[CH2:1]([Cl:4])[CH:2]=[CH2:3].[CH3:5][NH2:6] |f:0.1,3.4.5|. Procedure details: 10 parts by weight of water are added to the mixture of poly(methylamine allyl chloride) copolymer and hydrated silica, then filtered to remove the hydrated silica; then 1.5 parts by weight of epichlorohydrin is gradually added while agitating and keeping the temperature below 70° C. for 10 to 60 minutes thereby producing a liquid poly(methylamine allyl chloride epichlorohydrin) resinous product. It is then heated to 80° to 100° C. for 10 to 60 minutes thereby producing a solid resinous product. Starting materials: [N+](=O)([O-])N1CCN(CC1)C(C1=CC=CC=C1)=O (p-nitrobenzoylpiperazine), [H][H] (hydrogen). Reagents/catalysts: [Pd] (palladium on carbon). Run in CO (methanol). Conditions: time 1.5 hour. Yields the product NN1CCN(CC1)C(C1=CC=CC=C1)=O (p-Aminobenzoylpiperazine). Isolated yield 92.7%. As a reaction SMILES: [N+:1]([N:4]1[CH2:9][CH2:8][N:7]([C:10](=[O:17])[C:11]2[CH:16]=[CH:15][CH:14]=[CH:13][CH:12]=2)[CH2:6][CH2:5]1)([O-])=O.[H][H]>CO.[Pd]>[NH2:1][N:4]1[CH2:5][CH2:6][N:7]([C:10](=[O:17])[C:11]2[CH:16]=[CH:15][CH:14]=[CH:13][CH:12]=2)[CH2:8][CH2:9]1. Procedure: A mixture of 11.75 g (0.05 mole) of p-nitrobenzoylpiperazine in 150 ml of absolute methanol and 0.2 g of 10% palladium on carbon is hydrogenated on a Parr apparatus during which the calculated amount of hydrogen is taken up over a 1.5 hour period. The reaction is left to stand overnight at room temperature. The reaction mixture is filtered from the catalyst and the filtrate concentrated in vacuo giving a near white crystalline residue. This residue is re-crystallized from 1-propanol at the boili... Reactants: N1(C=NC=C1)C=1C=C(C=CC1S(=O)(=O)C)C1=C(N=C(S1)NC(C)=O)C (N-[5-(3-imidazol-1-yl-4-methanesulfonyl-phenyl)-4-methyl-thiazol-2-yl]-acetamide), FC=1C=C(C=CC1S(=O)(=O)C)C1=C(N=C(S1)NC(C)=O)C (N-[5-(3-fluoro-4-methanesulfonyl-phenyl)-4-methyl-thiazol-2-yl]-acetamide), FC=1C=C(C=CC1S(=O)(=O)C)C1=C(N=C(S1)NC(CC)=O)C (N-[5-(3-Fluoro-4-methanesulfonyl-phenyl)-4-methyl-thiazol-2-yl]-propionamide). Yields the product N1(C=NC=C1)C=1C=C(C=CC1S(=O)(=O)C)C1=C(N=C(S1)NC(CC)=O)C (N-[5-(3-Imidazol-1-yl-4-methanesulfonyl-phenyl)-4-methyl-thiazol-2-yl]-propionamide). Reaction SMILES: [N:1]1([C:6]2[CH:7]=[C:8]([C:16]3[S:20][C:19]([NH:21][C:22](=[O:24])[CH3:23])=[N:18][C:17]=3[CH3:25])[CH:9]=[CH:10][C:11]=2[S:12]([CH3:15])(=[O:14])=[O:13])[CH:5]=[CH:4][N:3]=[CH:2]1.F[C:27]1C=C(C2SC(NC(=O)C)=NC=2C)C=CC=1S(C)(=O)=O.FC1C=C(C2SC(NC(=O)CC)=NC=2C)C=CC=1S(C)(=O)=O>>[N:1]1([C:6]2[CH:7]=[C:8]([C:16]3[S:20][C:19]([NH:21][C:22](=[O:24])[CH2:23][CH3:27])=[N:18][C:17]=3[CH3:25])[CH:9]=[CH:10][C:11]=2[S:12]([CH3:15])(=[O:14])=[O:13])[CH:5]=[CH:4][N:3]=[CH:2]1. Procedure: The title compound is prepared via an analogous procedure to N-[5-(3-imidazol-1-yl-4-methanesulfonyl-phenyl)-4-methyl-thiazol-2-yl]-acetamide (Example 80) by replacing N-[5-(3-fluoro-4-methanesulfonyl-phenyl)-4-methyl-thiazol-2-yl]-acetamide in this example with N-[5-(3-Fluoro-4-methanesulfonyl-phenyl)-4-methyl-thiazol-2-yl]-propionamide (159). The reactants are N (NH3), OO (H2O2), N1(CCOCC1)CCCC=1N=[N+](C2=C(N1)C=C1CCCC1=C2)[O-] (3-[3-(4-Morpholinyl)propyl]-7,8-dihydro-6H-indeno[5,6-e][1,2,4]triazine 1-Oxide), C(=O)(C(F)(F)F)O (TFA). The solvent is C(Cl)Cl (DCM), C(Cl)Cl (DCM). Run at temperature 0 celsius, time 5 minute. Product: [N+](=O)([O-])C1=C(C=C2CCCC2=C1)NC(C)=O (N-(6-nitro-2,3-dihydro-1H-inden-5-yl)acetamide). RXN SMILES: [OH:1]O.N1(CCCC2N=[N+:14]([O-:25])[C:15]3[CH:24]=[C:23]4[C:19]([CH2:20][CH2:21][CH2:22]4)=[CH:18][C:16]=3[N:17]=2)CCOCC1.[C:26](O)([C:28](F)(F)F)=[O:27].N>C(Cl)Cl>[N+:14]([C:15]1[CH:24]=[C:23]2[C:19]([CH2:20][CH2:21][CH2:22]2)=[CH:18][C:16]=1[NH:17][C:26](=[O:27])[CH3:28])([O-:25])=[O:1]. Procedure details: H2O2 (70%, 2.8 mL, ca. 56 mmol) was added dropwise to a stirred solution of TFM (7.9 mL, 56 mmol) in DCM (20 mL) at 0° C. The solution was stirred at 0° C. for 5 min, warmed to 20° C. for 10 min, then cooled to 0° C. The solution was added to a solution of 1-oxide 76 (1.76 g, 5.6 mmol) and TFA (2.2 mL, 28 mmol) in DCM (40 mL) at 0° C. and the solution was stirred at 20° C. for 6 h. Dilute aqueous NH3 solution (40 mL) was added and the mixture stirred vigorously for 30 min and then extracted with... Starting materials: C1(CCCC1)N1N=C(C(=C1N)C(=O)N)CC (1-cyclopentyl-3-ethyl-5-amino-1H-pyrazole-4-carboxamide), C(C)OC(=O)COC1=C(C=O)C=CC=C1 (2-(ethoxycarbonylmethoxy)benzaldehyde), C1(=CC=C(C=C1)S(=O)(=O)O)C (p-toluenesulfonic acid), xylenes. Run in O (water). The product is C1(CCCC1)N1NC(=C2C1=NC(=NC2=O)C2=C(C=CC=C2)OCC(=O)OCC)CC (1-cyclopentyl-3-ethyl-6-[2-(ethoxycarbonylmethoxy)phenyl]pyrazolo[3,4-d]pyrimidin-4-one). Isolated yield 38.4%. Reaction SMILES: [CH:1]1([N:6]2[C:10]([NH2:11])=[C:9]([C:12]([NH2:14])=[O:13])[C:8]([CH2:15][CH3:16])=[N:7]2)[CH2:5][CH2:4][CH2:3][CH2:2]1.[CH2:17]([O:19][C:20]([CH2:22][O:23][C:24]1[CH:31]=[CH:30][CH:29]=[CH:28][C:25]=1[CH:26]=O)=[O:21])[CH3:18].C1(C)C=CC(S(O)(=O)=O)=CC=1>O>[CH:1]1([N:6]2[C:10]3=[N:11][C:26]([C:25]4[CH:28]=[CH:29][CH:30]=[CH:31][C:24]=4[O:23][CH2:22][C:20]([O:19][CH2:17][CH3:18])=[O:21])=[N:14][C:12](=[O:13])[C:9]3=[C:8]([CH2:15][CH3:16])[NH:7]2)[CH2:2][CH2:3][CH2:4][CH2:5]1. Procedure details: A mixture of 1-cyclopentyl-3-ethyl-5-amino-1H-pyrazole-4-carboxamide (5.26 g, 23.7 mmol), 2-(ethoxycarbonylmethoxy)benzaldehyde (9.10 g, 47.3 mmol), p-toluenesulfonic acid (0.2 g) and xylenes (100 ml) was refluxed for 18 hours with the azeotropic removal of water. The solvent was removed in vacuo, and the residue was treated with ethanol and evaporated to dryness. The residue was partitioned between chloroform and 10% aqueous K2CO3, the layers were separated and the aqueous layer was extracted w... Reactants: O (water), ClC=1C=C(C=C(C1OCCO)Cl)O (3,5-dichloro-4-(2-hydroxyethoxy)phenol), ClC(CCCl)(Cl)Cl (1,1,1,3-tetrachloropropane), C([O-])([O-])=O.[K+].[K+] (potassium carbonate). The solvent is CN(C)C=O (DMF). Reaction conditions: temperature 50 celsius, time 18 hour. The product is ClC(=CCOC1=CC(=C(OCCO)C(=C1)Cl)Cl)Cl (2-[4-(3,3-dichloroprop-2-enyloxy)-2,6-dichlorophenoxy]ethan-1-ol). The yield is 73.0%. RXN SMILES: [Cl:1][C:2]1[CH:3]=[C:4]([OH:13])[CH:5]=[C:6]([Cl:12])[C:7]=1[O:8][CH2:9][CH2:10][OH:11].[Cl:14][C:15](Cl)([Cl:19])[CH2:16][CH2:17]Cl.C(=O)([O-])[O-].[K+].[K+].O>CN(C=O)C>[Cl:14][C:15]([Cl:19])=[CH:16][CH2:17][O:13][C:4]1[CH:3]=[C:2]([Cl:1])[C:7]([O:8][CH2:9][CH2:10][OH:11])=[C:6]([Cl:12])[CH:5]=1 |f:2.3.4|. Procedure details: This compound was prepared in a manner analogous to that of Example 1 Step C, by the reaction of 10.0 grams (0.045 mole) of 3,5-dichloro-4-(2-hydroxyethoxy)phenol, 12.0 grams (0.066 mole) of 1,1,1,3-tetrachloropropane and 12.0 grams (0.086 mole) of potassium carbonate in 100 mL of DMF. The reaction mixture was warmed to 50° C. where it stirred during an 18 hour period, then it was warmed to 70° C. where it stirred during an additional five hour period. After this time the reaction mixture was co... Reactants: C1(=CC=CC=C1)N1[Se]C2=C(C1=O)C=CC=C2 (2-phenyl-1,2-benzisoselenazole-3(2H)-one), SC1=NC=CC=C1 (2-mercaptopyridine). Yields the product C1(=CC=CC=C1)NC(=O)C1=C(C=CC=C1)[Se]SC1=NC=CC=C1 (S-(2-phenylcarbamoyl-phenylselenyl)-2-mercaptopyridine). Reaction SMILES: [C:1]1([N:7]2[C:11](=[O:12])[C:10]3[CH:13]=[CH:14][CH:15]=[CH:16][C:9]=3[Se:8]2)[CH:6]=[CH:5][CH:4]=[CH:3][CH:2]=1.[SH:17][C:18]1[CH:23]=[CH:22][CH:21]=[CH:20][N:19]=1>>[C:1]1([NH:7][C:11]([C:10]2[CH:13]=[CH:14][CH:15]=[CH:16][C:9]=2[Se:8][S:17][C:18]2[CH:23]=[CH:22][CH:21]=[CH:20][N:19]=2)=[O:12])[CH:6]=[CH:5][CH:4]=[CH:3][CH:2]=1. Reported procedure: Prepared similar to example 1 from 2,5 g (9,1 mmol) of 2-phenyl-1,2-benzisoselenazole-3(2H)-one and 1,2 g (10,8 mmol) of 2-mercaptopyridine.